Dataset: the Open Reaction Database (ORD), a public repository of structured organic reaction records. Task: describe an organic reaction: reactants, conditions, products, and yield Reactants: OC1=CC=C(C(=O)N(C2=C(C=CC(=C2)OC)C2CC=3C=CC(=CC3CC2)OC(C(C)(C)C)=O)C(C)C)C=C1 (pivalic acid 6-{2-[(4-hydroxybenzoyl)isopropylamino]-4-methoxyphenyl}-5,6,7,8-tetrahydronaphthalen-2-yl ester), ClCC(=O)N(C)CCOC (2-chloro-N-(2-methoxyethyl)-N-methylacetamide). Product: C(C)(C)N(C1=C(C=CC(=C1)OC)C1CC=2C=CC(=CC2CC1)O)CC1=CC=C(C=C1)OCCN(C)CCOC (6-{2-{Isopropyl{4-{2-[(2-methoxyethyl)methylamino]ethoxy}benzyl}amino}-4-methoxyphenyl}-5,6,7,8-tetrahydronaphthalen-2-ol). Isolated yield 52.8%. As a reaction SMILES: [OH:1][C:2]1[CH:38]=[CH:37][C:5]([C:6]([N:8]([CH:34]([CH3:36])[CH3:35])[C:9]2[CH:14]=[C:13]([O:15][CH3:16])[CH:12]=[CH:11][C:10]=2[CH:17]2[CH2:26][CH2:25][C:24]3[CH:23]=[C:22]([O:27]C(=O)C(C)(C)C)[CH:21]=[CH:20][C:19]=3[CH2:18]2)=O)=[CH:4][CH:3]=1.Cl[CH2:40][C:41]([N:43]([CH2:45][CH2:46][O:47][CH3:48])[CH3:44])=O>>[CH:34]([N:8]([CH2:6][C:5]1[CH:4]=[CH:3][C:2]([O:1][CH2:40][CH2:41][N:43]([CH2:45][CH2:46][O:47][CH3:48])[CH3:44])=[CH:38][CH:37]=1)[C:9]1[CH:14]=[C:13]([O:15][CH3:16])[CH:12]=[CH:11][C:10]=1[CH:17]1[CH2:26][CH2:25][C:24]2[CH:23]=[C:22]([OH:27])[CH:21]=[CH:20][C:19]=2[CH2:18]1)([CH3:36])[CH3:35]. Procedure details: Synthesized from pivalic acid 6-{2-[(4-hydroxybenzoyl)isopropylamino]-4-methoxyphenyl}-5,6,7,8-tetrahydronaphthalen-2-yl ester (22 mg) and 2-chloro-N-(2-methoxyethyl)-N-methylacetamide (14 mg) according to an analogous synthetic method to Example 404 and purified by LC-MS, the title compound (12 mg) was obtained. The reactants are NC1=C(C=CC2=C1O[C@H](CO2)COS(=O)(=O)C2=CC=C(C=C2)C)[N+](=O)[O-] (Toluene-4-sulfonic acid (2R)-8-amino-7-nitro-2,3-dihydro-benzo(1,4)-dioxin-2-ylmethyl ester), [H][H] (hydrogen), Cl.C(C)(C)O (isopropanol HCl). The reagents and catalysts are [Pd] (palladium on carbon). Run in CO (methanol). Yields the product CC1=CC=C(C=C1)S(=O)(=O)OCC1COC2=C(O1)C(=C(C=C2)N)N ([7,8-Diamino-2,3-dihydro-1,4-benzodioxin-2-yl]methyl 4-methylbenzenesulfonate). Reaction SMILES: [NH2:1][C:2]1[C:7]2[O:8][C@@H:9]([CH2:12][O:13][S:14]([C:17]3[CH:22]=[CH:21][C:20]([CH3:23])=[CH:19][CH:18]=3)(=[O:16])=[O:15])[CH2:10][O:11][C:6]=2[CH:5]=[CH:4][C:3]=1[N+:24]([O-])=O.Cl.C(O)(C)C.[H][H]>CO.[Pd]>[CH3:23][C:20]1[CH:21]=[CH:22][C:17]([S:14]([O:13][CH2:12][CH:9]2[O:8][C:7]3[C:2]([NH2:1])=[C:3]([NH2:24])[CH:4]=[CH:5][C:6]=3[O:11][CH2:10]2)(=[O:16])=[O:15])=[CH:18][CH:19]=1 |f:1.2|. Procedure details: Toluene-4-sulfonic acid (2R)-8-amino-7-nitro-2,3-dihydro-benzo(1,4)-dioxin-2-ylmethyl ester (4.1 g, 11 mmole) was dissolved in 200 mL of methanol to which 0.50 g of 10% palladium on carbon had been added. 4 N isopropanol HCl (10 mL) was then added and the mixture treated with 60 psi of hydrogen on a Parr apparatus overnight. The mixture was filtered through celite and concentrated in vacuum to give 4.6 g of the (R)-enantiomer of the title compound as a pink solid (m.p. 178-180° C.). The reactants are O=C([O-])[O-], [K+], O=[Mn](=O)(=O)[O-], [Na+], [Na+], O, OCc1nc2cccnc2[nH]1. Yields the product O=C(O)c1nc2cccnc2[nH]1. RXN SMILES: [C:18]([O-:19])(=[O:20])[O-:21].[K+:6].[Mn:1]([O-:2])(=[O:3])(=[O:4])=[O:5].[Na+:22].[Na+:23].[OH2:24].[n:7]1[c:8]([CH2:16][OH:17])[nH:9][c:10]2[n:11][cH:12][cH:13][cH:14][c:15]12>>[n:7]1[c:8]([C:16](=[O:17])[OH:19])[nH:9][c:10]2[n:11][cH:12][cH:13][cH:14][c:15]12.